Dataset: the Open Reaction Database (ORD), a public repository of structured organic reaction records. Task: describe an organic reaction: reactants, conditions, products, and yield Starting materials: CO, CCOCC, [K+], [OH-], O, OCCO, CC1=C(O)C(=O)N(c2ccc3nc[nH]c3c2)C1c1c(F)cccc1F. Yields the product COC1=C(C)C(c2c(F)cccc2F)N(c2ccc3[nH]cnc3c2)C1=O. Reaction SMILES: [CH3:37][OH:38].[CH3:7][CH2:8][O:9][CH2:10][CH3:11].[K+:2].[OH-:1].[OH2:39].[OH:3][CH2:4][CH2:5][OH:6].[nH:12]1[cH:13][n:14][c:15]2[c:16]1[cH:17][c:18]([N:21]1[C:22](=[O:36])[C:23]([OH:35])=[C:24]([CH3:34])[CH:25]1[c:26]1[c:27]([F:33])[cH:28][cH:29][cH:30][c:31]1[F:32])[cH:19][cH:20]2>>[CH3:4][O:35][C:23]1=[C:24]([CH3:34])[CH:25]([c:26]2[c:27]([F:33])[cH:28][cH:29][cH:30][c:31]2[F:32])[N:21]([c:18]2[cH:17][c:16]3[n:12][cH:13][nH:14][c:15]3[cH:20][cH:19]2)[C:22]1=[O:36].